This data is from the Open Reaction Database (ORD), a public repository of structured organic reaction records. The task is: describe an organic reaction: reactants, conditions, products, and yield Starting materials: O=C(O)CCC1CSC(c2cc3cc(Cl)cc(NC4CCCC4)c3[nH]2)=N1, NCCN1CCOCC1. Product: O=C(CCC1CSC(c2cc3cc(Cl)cc(NC4CCCC4)c3[nH]2)=N1)NCCN1CCOCC1. As a reaction SMILES: [Cl:1][c:2]1[cH:3][c:4]2[cH:5][c:6]([C:17]3=[N:21][CH:20]([CH2:22][CH2:23][C:24](=[O:25])[OH:26])[CH2:19][S:18]3)[nH:7][c:8]2[c:9]([NH:11][CH:12]2[CH2:13][CH2:14][CH2:15][CH2:16]2)[cH:10]1.[NH2:27][CH2:28][CH2:29][N:30]1[CH2:31][CH2:32][O:33][CH2:34][CH2:35]1>>[Cl:1][c:2]1[cH:3][c:4]2[cH:5][c:6]([C:17]3=[N:21][CH:20]([CH2:22][CH2:23][C:24](=[O:26])[NH:27][CH2:28][CH2:29][N:30]4[CH2:31][CH2:32][O:33][CH2:34][CH2:35]4)[CH2:19][S:18]3)[nH:7][c:8]2[c:9]([NH:11][CH:12]2[CH2:13][CH2:14][CH2:15][CH2:16]2)[cH:10]1.